This data is from the Open Reaction Database (ORD), a public repository of structured organic reaction records. The task is: describe an organic reaction: reactants, conditions, products, and yield Reactants: COC1=CC=C(C=C1)CCC(=O)OC (methyl 3-(4-methoxyphenyl)propionate), COC1=CC=C(C(=O)Cl)C=C1 (4-methoxybenzoyl chloride), [N+](=O)([O-])C1=CC=CC=C1 (nitrobenzene), C(C)(=O)OCC (ethyl acetate), ice, [Al+3].[Cl-].[Cl-].[Cl-] (AlCl3), [Al+3].[Cl-].[Cl-].[Cl-] (AlCl3). Reaction conditions: time 3 hour. Product: COC1=CC=C(C(=O)C=2C=C(C=CC2OC)C(C(=O)OC)C)C=C1 (methyl 3-(4-methoxybenzoyl)-4-methoxyphenylpropionate). As a reaction SMILES: [CH3:1][O:2][C:3]1[CH:8]=[CH:7][C:6]([CH2:9][CH2:10]C(OC)=O)=[CH:5][CH:4]=1.[CH3:15][O:16][C:17]1[CH:25]=[CH:24][C:20]([C:21](Cl)=[O:22])=[CH:19][CH:18]=1.[N+](C1C=CC=CC=1)([O-])=O.[Al+3].[Cl-].[Cl-].[Cl-].[C:39]([O:42][CH2:43]C)(=[O:41])C>>[CH3:15][O:16][C:17]1[CH:25]=[CH:24][C:20]([C:21]([C:8]2[CH:7]=[C:6]([CH:9]([CH3:10])[C:39]([O:42][CH3:43])=[O:41])[CH:5]=[CH:4][C:3]=2[O:2][CH3:1])=[O:22])=[CH:19][CH:18]=1 |f:3.4.5.6|. Reported procedure: The methyl 3-(4-methoxyphenyl)propionate (10.8 g, 55.6 mmol) prepared in Example 1 and 4-methoxybenzoyl chloride (11.4 g, 66.8 mmol) were dissolvedin nitrobenzene (200 ml). To the ice-chilled solution, AlCl3 (26.7 g, 200.3 mmol) was added in 6 portions with vigorous stirring over a period of 3 hours. After all portions of AlCl3 were added, stirring was continued for an additional 1 hour. The reaction mixture was poured into abeaker containing a mixture of ice and 120 ml of 1N CHl and stirred vig... The reactants are C(CC)C=1N(C2=C(C=NC=3C=CC=CC23)N1)CCCC(CCCCCC)=O (1-(2-propyl-1H-imidazo[4,5-c]quinolin-1-yl)decan-4-one), C1=CC(=CC(=C1)Cl)C(=O)OO (m-CPBA). Yields the product [O-][N+]1=CC2=C(C=3C=CC=CC13)N(C(=N2)CCC)CCCC(CCCCCC)=O (1-(5-oxido-2-propyl-1H-imidazo[4,5-c]quinolin-1-yl)decan-4-one). As a reaction SMILES: [CH2:1]([C:4]1[N:5]([CH2:17][CH2:18][CH2:19][C:20](=[O:27])[CH2:21][CH2:22][CH2:23][CH2:24][CH2:25][CH3:26])[C:6]2[C:15]3[CH:14]=[CH:13][CH:12]=[CH:11][C:10]=3[N:9]=[CH:8][C:7]=2[N:16]=1)[CH2:2][CH3:3].C1C=C(Cl)C=C(C(OO)=[O:36])C=1>>[O-:36][N+:9]1[C:10]2[CH:11]=[CH:12][CH:13]=[CH:14][C:15]=2[C:6]2[N:5]([CH2:17][CH2:18][CH2:19][C:20](=[O:27])[CH2:21][CH2:22][CH2:23][CH2:24][CH2:25][CH3:26])[C:4]([CH2:1][CH2:2][CH3:3])=[N:16][C:7]=2[CH:8]=1. Reported procedure: The general method described in Steps 9 and 10 of Example 1 was used to aminate 1-(2-propyl-1H-imidazo[4,5-c]quinolin-1-yl)decan-4-one (6.10 g, 17.2 mmol) by reaction with m-CPBA (8.50 g) to provide 1-(5-oxido-2-propyl-1H-imidazo[4,5-c]quinolin-1-yl)decan-4-one followed by reaction with p-toluenesulfonyl chloride (4.90 g, 25.8 mmol) and ammonium hydroxide solution (100 mL) to provide 1-(4-amino-2-propyl-1H-imidazo[4,5-c]quinolin-1-yl)decan-4-one) as a white solid after recrystallization from aqu... Starting materials: O=C(O)Cc1cccc(CC(=O)O)c1, CCN=C=NCCCN(C)C, ClCCl, Cl, Cl, NC1CCCCC1, On1nnc2ccccc21. The product is O=C(O)Cc1cccc(CC(=O)NC2CCCCC2)c1. Reaction SMILES: [C:8](=[O:9])([OH:10])[CH2:11][c:12]1[cH:13][c:14]([CH2:18][C:19](=[O:20])[OH:21])[cH:15][cH:16][cH:17]1.[CH3:33][N:34]([CH3:35])[CH2:36][CH2:37][CH2:38][N:39]=[C:40]=[N:41][CH2:42][CH3:43].[Cl:45][CH2:46][Cl:47].[ClH:32].[ClH:44].[NH2:1][CH:2]1[CH2:3][CH2:4][CH2:5][CH2:6][CH2:7]1.[OH:22][n:23]1[c:24]2[cH:25][cH:26][cH:27][cH:28][c:29]2[n:30][n:31]1>>[NH:1]([CH:2]1[CH2:3][CH2:4][CH2:5][CH2:6][CH2:7]1)[C:19]([CH2:18][c:14]1[cH:13][c:12]([CH2:11][C:8](=[O:9])[OH:10])[cH:17][cH:16][cH:15]1)=[O:20]. Reactants: C(C)OC=1C=C(C=CC1)C(C(C(CC(=O)C1=CC=CC=C1)=O)C)=O (1-(3-ethoxyphenyl)-2-methyl-5-phenyl-1,3,5-pentanetrione), NC1=CC=CC=C1 (aniline), CS(=O)(=O)O (methanesulfonic acid). Run in C=1(C(=CC=CC1)C)C (xylene). The product is C(C)OC=1C=C(C=CC1)C=1N(C(=CC(C1C)=O)C1=CC=CC=C1)C1=CC=CC=C1 (2-(3-ethoxyphenyl)-3-methyl-1,6-diphenyl-4(1H)-pyridinone). RXN SMILES: [CH2:1]([O:3][C:4]1[CH:5]=[C:6]([C:10](=O)[CH:11]([CH3:23])[C:12](=[O:22])[CH2:13][C:14]([C:16]2[CH:21]=[CH:20][CH:19]=[CH:18][CH:17]=2)=O)[CH:7]=[CH:8][CH:9]=1)[CH3:2].[NH2:25][C:26]1[CH:31]=[CH:30][CH:29]=[CH:28][CH:27]=1.CS(O)(=O)=O>C1(C)C(C)=CC=CC=1>[CH2:1]([O:3][C:4]1[CH:5]=[C:6]([C:10]2[N:25]([C:26]3[CH:31]=[CH:30][CH:29]=[CH:28][CH:27]=3)[C:14]([C:16]3[CH:21]=[CH:20][CH:19]=[CH:18][CH:17]=3)=[CH:13][C:12](=[O:22])[C:11]=2[CH3:23])[CH:7]=[CH:8][CH:9]=1)[CH3:2]. Procedure: In 500 ml of xylene were dissolved 15.0 g (0.046 mole) of 1-(3-ethoxyphenyl)-2-methyl-5-phenyl-1,3,5-pentanetrione, 43.0 g (0.47 mole) of aniline and 8.8 g (0.092 mole) of methanesulfonic acid. The reaction mixture was heated under reflux for 30 minutes in a reactor fitted with a Dean-Stark apparatus. After cooling, the reaction mixture was filtered to remove solid matter, followed by removal of the solvent by distillation. The residue was extracted with chloroform and the resultant solution in ... Starting materials: ClC1=C(C=CC(=C1F)SC1=CC=C(C=C1)C(NCC)=O)[N+](=O)[O-] (2-Chloro-3-fluoro-4-[4-(N-ethylcarbamoyl)phenylsulphanyl]nitrobenzene), CCO (EtOH), O (water), C([O-])(O)=O.[Na+] (sodium bicarbonate). The yield is 78.5%. Conditions: time 45 minute. Reaction SMILES: [Cl:1][C:2]1[C:7]([F:8])=[C:6]([S:9][C:10]2[CH:15]=[CH:14][C:13]([C:16](=[O:20])[NH:17][CH2:18][CH3:19])=[CH:12][CH:11]=2)[CH:5]=[CH:4][C:3]=1[N+:21]([O-])=O.CCO.O.C(=O)(O)[O-].[Na+]>Cl.[Fe].CCOC(C)=O>[Cl:1][C:2]1[C:7]([F:8])=[C:6]([S:9][C:10]2[CH:15]=[CH:14][C:13]([C:16](=[O:20])[NH:17][CH2:18][CH3:19])=[CH:12][CH:11]=2)[CH:5]=[CH:4][C:3]=1[NH2:21] |f:3.4|. Yields the product ClC1=C(N)C=CC(=C1F)SC1=CC=C(C=C1)C(NCC)=O (2-Chloro-3-fluoro-4-[4-(N-ethylcarbamoyl)phenylsulphanyl]aniline). Reported procedure: 2-Chloro-3-fluoro-4-[4-(N-ethylcarbamoyl)phenylsulphanyl]nitrobenzene (Method 82; 360 mg, 1.02 mmol), iron powder (617 mg), EtOH (0.68 ml), water (0.28 ml) and 1 drop of conc. HCl were heated at 75° C. with stirring for 45 minutes. The mixture was allowed to cool to room temp and then made basic using saturated sodium bicarbonate solution. EtOAc was added and the solution was poured onto a Chem Elut column and eluted with EtOAc to yield the title compound (260 mg) as a pale yellow sticky solid. ... Reagents/catalysts: Cl (HCl), [Fe] (iron). Solvent: CCOC(=O)C (EtOAc). Starting materials: CC1=C(C(=CC(=C1)C)C)C1(NN=CC2=CC=CC=C12)Cl (4-(2,4,6-Trimethylphenyl)-4-chloro-phthalazine), C(CC)NCC1CC1 (N-propyl-N-cyclopropylmethylamine). Solvent: C1(=CC=CC=C1)C (toluene). Product: C1(CC1)CN(C1=NN=C(C2=CC=CC=C12)C1=C(C=C(C=C1C)C)C)CCC (N-Cyclopropylmethyl-N-propyl-4-(2,4,6-trimethylphenyl)-1-phthalazinamine). Reaction SMILES: [CH3:1][C:2]1[CH:7]=[C:6]([CH3:8])[CH:5]=[C:4]([CH3:9])[C:3]=1[C:10]1(Cl)[C:19]2[C:14](=[CH:15][CH:16]=[CH:17][CH:18]=2)[CH:13]=[N:12][NH:11]1.[CH2:21]([NH:24][CH2:25][CH:26]1[CH2:28][CH2:27]1)[CH2:22][CH3:23]>C1(C)C=CC=CC=1>[CH:26]1([CH2:25][N:24]([CH2:21][CH2:22][CH3:23])[C:13]2[C:14]3[C:19](=[CH:18][CH:17]=[CH:16][CH:15]=3)[C:10]([C:3]3[C:2]([CH3:1])=[CH:7][C:6]([CH3:8])=[CH:5][C:4]=3[CH3:9])=[N:11][N:12]=2)[CH2:28][CH2:27]1. Reported procedure: A mixture of the product of step C (100 mg), N-propyl-N-cyclopropylmethylamine (0.5 mL) and in 1 mL of toluene was heated at 100° C. overnight. The mixture was cooled and concentrated. The residue was purified through silica gel column chromatography to give 40 mg of the title compound as an oil. 1H NMR (CDCI3): δ0.08 (q, 2H), 0.50 (q 2H), 0.95 (t, 3H), 1.20 (m, 1H), 1.76 9 m, 2H), 1.92 (s, 6H), 2.36)s, 3H), 3.45 (d, 2H), 3.68 (m, 2H), 6.90 (s, 2H), 7.36 (d, 1H), 7.64 (t, 1H), 7.74 (t, 1H), 8.19... Reactants: S1C(=CC=C1)CC(=O)NC1[C@@H]2N(C(C(=CS2)C(=O)OCCBr)C(=O)OC(C2=CC=CC=C2)C2=CC=CC=C2)C1=O (benzhydryl 7-(2-thienylacetamido)-3-(2-bromoethoxycarbonyl)-2-cephem-4-carboxylate), C(Cl)(Cl)Cl (chloroform), sulfoxide, C(Cl)(Cl)Cl (chloroform), ClC1=CC(=CC=C1)C(=O)OO (m-chloroperbenzoic acid), P(Cl)(Cl)Cl (phosphorous trichloride), sulfoxide. Run in C(C)(=O)OCC (Ethyl acetate), CN(C=O)C (dimethylformamide). Reaction conditions: temperature 5 celsius. Product: S1C(=CC=C1)CC(=O)NC1[C@@H]2N(C(=C(CS2)C(=O)OCCBr)C(=O)OC(C2=CC=CC=C2)C2=CC=CC=C2)C1=O (benzhydryl 7-(2-thienylacetamido)-3-(2-bromoethoxycarbonyl)-3-cephem-4-carboxylate). The yield is 53.0%. RXN SMILES: [S:1]1[CH:5]=[CH:4][CH:3]=[C:2]1[CH2:6][C:7]([NH:9][CH:10]1[C:39](=[O:40])[N:12]2[CH:13]([C:23]([O:25][CH:26]([C:33]3[CH:38]=[CH:37][CH:36]=[CH:35][CH:34]=3)[C:27]3[CH:32]=[CH:31][CH:30]=[CH:29][CH:28]=3)=[O:24])[C:14]([C:17]([O:19][CH2:20][CH2:21][Br:22])=[O:18])=[CH:15][S:16][C@H:11]12)=[O:8].C(Cl)(Cl)Cl.ClC1C=CC=C(C(OO)=O)C=1.P(Cl)(Cl)Cl>C(OCC)(=O)C.CN(C)C=O>[S:1]1[CH:5]=[CH:4][CH:3]=[C:2]1[CH2:6][C:7]([NH:9][CH:10]1[C:39](=[O:40])[N:12]2[C:13]([C:23]([O:25][CH:26]([C:27]3[CH:32]=[CH:31][CH:30]=[CH:29][CH:28]=3)[C:33]3[CH:34]=[CH:35][CH:36]=[CH:37][CH:38]=3)=[O:24])=[C:14]([C:17]([O:19][CH2:20][CH2:21][Br:22])=[O:18])[CH2:15][S:16][C@H:11]12)=[O:8]. Procedure: To a cooled (5° C.) stirred solution of benzhydryl 7-(2-thienylacetamido)-3-(2-bromoethoxycarbonyl)-2-cephem-4-carboxylate (0.29 g., 0.453 mmol.) in 30 ml. chloroform was added 85% m-chloroperbenzoic acid (0.101 g., .497 mmol.) in 3 ml. chloroform. The mixture was allowed to stir with cooling for 30 minutes, and then was washed with sodium bicarbonate solution (2X) and sodium chloride solution and dried over Na2SO4. Evaporation in vacuo gave 301 mg. of the Δ3 sulfoxide. The sulfoxide was dissolv...